This data is from the Open Reaction Database (ORD), a public repository of structured organic reaction records. The task is: describe an organic reaction: reactants, conditions, products, and yield The reactants are C1COCCN1, CC(C)(C)OC(=O)NC1=CC(=CN=C1)I. The reagents and catalysts are C(=O)([O-])[O-].[Cs+].[Cs+], CC1(C2=C(C(=CC=C2)P(C3=CC=CC=C3)C4=CC=CC=C4)OC5=C1C=CC=C5P(C6=CC=CC=C6)C7=CC=CC=C7)C, CC(=O)O.CC(=O)O.[Pd]. The solvent is C1COCCO1. Run at temperature 150 celsius. Product: C1COCCN1C2=CN=CC(=C2)N. Isolated yield 27.7%. Procedure: morpholine (0.272 mL, 3.12 mmol), (9,9-dimethyl-9H-xanthene-4,5-diyl)bis(diphenylphosphine) (43.4 mg, 0.07 mmol), tert-butyl 5-iodopyridin-3-ylcarbamate (200 mg, 0.62 mmol), diacetoxypalladium (7.01 mg, 0.03 mmol) and cesium carbonate (407 mg, 1.25 mmol) were suspended in 1,4-dioxane (4 mL) and sealed into a microwave tube. The reaction was heated to 150 °C for 30 minutes in the microwave reactor and cooled to RT. The crude product was purified by ion exchange chromatography, using an SCX column... Starting materials: Cl (hydrochloric acid), COC(CCCC(CC(CC(=O)C1CC(=O)OC1)O)C)(C)C (3-(9-methoxy-3-hydroxy-5,9-dimethyl-decanoyl)-4-butyrolactone), CO (methanol), CO (methanol). Run at time 8 hour. The product is COC(\C=C\CC(CCCC(C)(C)OC)C)=C1CC(=O)OC1 (3-[1,9-dimethoxy-5,9-dimethyl-2(E)decenylidene]-4-butyrolactone). Yield: 52.1%. RXN SMILES: Cl.[CH3:2][O:3][C:4]([CH3:23])([CH3:22])[CH2:5][CH2:6][CH2:7][CH:8]([CH3:21])[CH2:9][CH:10](O)[CH2:11][C:12]([CH:14]1[CH2:19][O:18][C:16](=[O:17])[CH2:15]1)=[O:13].[CH3:24]O>>[CH3:24][O:13][C:12](=[C:14]1[CH2:19][O:18][C:16](=[O:17])[CH2:15]1)/[CH:11]=[CH:10]/[CH2:9][CH:8]([CH3:21])[CH2:7][CH2:6][CH2:5][C:4]([O:3][CH3:2])([CH3:23])[CH3:22]. Procedure details: 1 ml of methanol saturated with hydrochloric acid is added to a solution of 1.05 g (0.0033 moles) of 3-(9-methoxy-3-hydroxy-5,9-dimethyl-decanoyl)-4-butyrolactone in 10 ml of dry methanol, and the mixture is allowed to stand at room temperature overnight. The solvent is distilled off in vacuo, the residue is dissolved in ether, the etheral solution is washed with distilled water, dried, the solvent is distilled off, and the residue is purified by column chromatography (adsorbent: Kieselgel 60, s... Reactants: CC(C)(C)OC(=O)Nc1ccc(C(=O)NC2CCN(C(=O)OC(C)(C)C)CC2)cn1, C1CCOC1, CI. Yields the product CN(C(=O)OC(C)(C)C)c1ccc(C(=O)NC2CCN(C(=O)OC(C)(C)C)CC2)cn1. Reaction SMILES: [C:1]([CH3:2])([CH3:3])([CH3:4])[O:5][C:6](=[O:7])[N:8]1[CH2:9][CH2:10][CH:11]([NH:14][C:15](=[O:16])[c:17]2[cH:18][n:19][c:20]([NH:23][C:24](=[O:25])[O:26][C:27]([CH3:28])([CH3:29])[CH3:30])[cH:21][cH:22]2)[CH2:12][CH2:13]1.[CH2:33]1[O:34][CH2:35][CH2:36][CH2:37]1.[CH3:31][I:32]>>[C:1]([CH3:2])([CH3:3])([CH3:4])[O:5][C:6](=[O:7])[N:8]1[CH2:9][CH2:10][CH:11]([NH:14][C:15](=[O:16])[c:17]2[cH:18][n:19][c:20]([N:23]([C:24](=[O:25])[O:26][C:27]([CH3:28])([CH3:29])[CH3:30])[CH3:31])[cH:21][cH:22]2)[CH2:12][CH2:13]1. Reactants: C(C)OC(=O)C1(CCNCC1)CCOC (4-(2-methoxy-ethyl)-piperidine-4-carboxylic acid ethyl ester), ClC1=C(C=CC=C1)S(=O)(=O)Cl (2-chlorobenzenesulfonyl chloride), ClC1=CC=C(C=C1)CCN (2-(4-chlorophenyl)-ethylamine). Product: ClC1=C(C=CC=C1)S(=O)(=O)N1CCC2(CCN(C2=O)CCC2=CC=C(C=C2)Cl)CC1 (8-(2-Chloro-benzenesulfonyl)-2-[2-(4-chloro-phenyl)-ethyl]-2,8-diaza-spiro[4.5]decan-1-one). Reaction SMILES: C(O[C:4]([C:6]1([CH2:12][CH2:13]OC)[CH2:11][CH2:10][NH:9][CH2:8][CH2:7]1)=[O:5])C.[Cl:16][C:17]1[CH:22]=[CH:21][CH:20]=[CH:19][C:18]=1[S:23](Cl)(=[O:25])=[O:24].[Cl:27][C:28]1[CH:33]=[CH:32][C:31]([CH2:34][CH2:35][NH2:36])=[CH:30][CH:29]=1>>[Cl:16][C:17]1[CH:22]=[CH:21][CH:20]=[CH:19][C:18]=1[S:23]([N:9]1[CH2:8][CH2:7][C:6]2([C:4](=[O:5])[N:36]([CH2:35][CH2:34][C:31]3[CH:32]=[CH:33][C:28]([Cl:27])=[CH:29][CH:30]=3)[CH2:13][CH2:12]2)[CH2:11][CH2:10]1)(=[O:25])=[O:24]. Procedure details: Light yellow crystalline solid. MS (ESI): 467.09 (MH+). This example was prepared in analogy to example 1 step C) to D) from 4-(2-methoxy-ethyl)-piperidine-4-carboxylic acid ethyl ester (example 1 step B)), 2-chlorobenzenesulfonyl chloride and 2-(4-chlorophenyl)-ethylamine. Yield: 85.1%. Procedure details: 4-chloro-6,7-dimethoxy-quinazoline (1.50 g) and 3-choro-4-(m-fluoro-benzyloxy)-aniline (1.70 g) were dissolved into 150 mL of isopropanol. The mixture was reacted under reflux for 3 h, and a lot of yellow solid was deposited. The precipitated solid was filtered, and the filter cake was washed with cold ethanol and dried at 60° C. under vacuum overnight to obtain the title compound (2.50 g, 84%). The product is ClC=1C=C(C=CC1OCC1=CC(=CC=C1)F)NC1=NC=NC2=CC(=C(C=C12)OC)OC (4-[3-chloro-4-(3-fluorobenzyloxy)-phenylamino]-6,7-dimethoxy-quinazoline). Starting materials: ClC1=NC=NC2=CC(=C(C=C12)OC)OC (4-chloro-6,7-dimethoxy-quinazoline), ClC=1C=C(N)C=CC1OCC1=CC(=CC=C1)F (3-choro-4-(m-fluoro-benzyloxy)-aniline). As a reaction SMILES: Cl[C:2]1[C:11]2[C:6](=[CH:7][C:8]([O:14][CH3:15])=[C:9]([O:12][CH3:13])[CH:10]=2)[N:5]=[CH:4][N:3]=1.[Cl:16][C:17]1[CH:18]=[C:19]([CH:21]=[CH:22][C:23]=1[O:24][CH2:25][C:26]1[CH:31]=[CH:30][CH:29]=[C:28]([F:32])[CH:27]=1)[NH2:20]>C(O)(C)C>[Cl:16][C:17]1[CH:18]=[C:19]([NH:20][C:2]2[C:11]3[C:6](=[CH:7][C:8]([O:14][CH3:15])=[C:9]([O:12][CH3:13])[CH:10]=3)[N:5]=[CH:4][N:3]=2)[CH:21]=[CH:22][C:23]=1[O:24][CH2:25][C:26]1[CH:31]=[CH:30][CH:29]=[C:28]([F:32])[CH:27]=1. Solvent: C(C)(C)O (isopropanol). Reactants: C(C)(=O)OCC (ethyl acetate), COC=1C=C(C=CC1OC=1C(=C2C=C(NC2=CC1)C)[N+](=O)[O-])CC(=O)O (2-(3-Methoxy-4-(2-methyl-4-nitro-1H-indol-5-yloxy)phenyl)acetic acid). The reagents and catalysts are S(O)(O)(=O)=O (sulfuric acid). Run in C(C)O (ethanol). Conditions: time 16 hour. The product is COC=1C=C(C=CC1OC=1C(=C2C=C(NC2=CC1)C)[N+](=O)[O-])CC(=O)OCC (Ethyl 2-(3-methoxy-4-(2-methyl-4-nitro-1H-indol-5-yloxy)phenyl)acetate). RXN SMILES: [CH3:1][O:2][C:3]1[CH:4]=[C:5]([CH2:23][C:24]([OH:26])=[O:25])[CH:6]=[CH:7][C:8]=1[O:9][C:10]1[C:11]([N+:20]([O-:22])=[O:21])=[C:12]2[C:16](=[CH:17][CH:18]=1)[NH:15][C:14]([CH3:19])=[CH:13]2.[C:27](OCC)(=O)[CH3:28]>C(O)C.S(=O)(=O)(O)O>[CH3:1][O:2][C:3]1[CH:4]=[C:5]([CH2:23][C:24]([O:26][CH2:27][CH3:28])=[O:25])[CH:6]=[CH:7][C:8]=1[O:9][C:10]1[C:11]([N+:20]([O-:22])=[O:21])=[C:12]2[C:16](=[CH:17][CH:18]=1)[NH:15][C:14]([CH3:19])=[CH:13]2. Procedure: A solution of 1.2 (1.65 g, 4.63 mmol) in ethanol (20 mL) with several drops of concentrated sulfuric acid was heated to reflux overnight. After 16 h, HPLC indicated that no 1.2 remained and the ethanol was removed in vacuo on a rotary evaporator. The concentrate was partitioned between ethyl acetate and saturated aqueous sodium bicarbonate solution. The separated organic layer was washed with water then brine, stirred over magnesium sulfate, filtered and the filtrate concentrated in vacuo on a r... The reactants are [Si](C)(C)(C(C)(C)C)OCCOC1=NC=C(C(=C1)OC)[N+](=O)[O-] (2-(2-(tert-butyldimethylsilyloxy)ethoxy)-4-methoxy-5-nitropyridine). Reagents/catalysts: [Pd] (Pd/C). Solvent: C(C)(=O)OCC (ethyl acetate). Reaction conditions: time 45 minute. Product: C(C)(C)(C)[Si](OCCOC1=CC(=C(C=N1)N)OC)(C)C (6-[2-(tert-butyl-dimethyl-silanyloxy)-ethoxy]-4-methoxy-pyridin-3-ylamine), gum. Yield: 73.0%. Reaction SMILES: [Si:1]([O:8][CH2:9][CH2:10][O:11][C:12]1[CH:17]=[C:16]([O:18][CH3:19])[C:15]([N+:20]([O-])=O)=[CH:14][N:13]=1)([C:4]([CH3:7])([CH3:6])[CH3:5])([CH3:3])[CH3:2]>C(OCC)(=O)C.[Pd]>[C:4]([Si:1]([CH3:3])([CH3:2])[O:8][CH2:9][CH2:10][O:11][C:12]1[N:13]=[CH:14][C:15]([NH2:20])=[C:16]([O:18][CH3:19])[CH:17]=1)([CH3:7])([CH3:6])[CH3:5]. Procedure: Step BA suspension of 2-(2-(tert-butyldimethylsilyloxy)ethoxy)-4-methoxy-5-nitropyridine (0.9 g, 2.7 mmol) and Pd/C (Aldrich, 10%, 0.15 g) in ethyl acetate (10 mL) was vigorously shaken in a Parr under atmosphere of H2 (50 psi) for 45 min. The mixture was filtered through a short pad of celite. The filtrate was concentrated to give 6-[2-(tert-butyl-dimethyl-silanyloxy)-ethoxy]-4-methoxy-pyridin-3-ylamine as a off white gum (0.6 g, 73%). Starting materials: N1=CC(=CC=C1)C1=CC=C2CC(NC2=C1)=O (6-pyridin-3-yl-1,3-dihydroindol-2-one), CN(CCCC=1C(=C(NC1C)C=O)C)C (4-(3-dimethylaminopropyl)-3,5-dimethyl-1H-pyrrole-2-carboxaldehyde). Reagents/catalysts: N1CCCCC1 (piperidine). Solvent: C(C)O (ethanol). The product is CN(CCCC=1C(=C(NC1C)C=C1C(NC2=CC(=CC=C12)C=1C=NC=CC1)=O)C)C (3-[4-(3-dimethylaminopropyl)-3,5-dimethyl-1H-pyrrol-2-ylmethylene]-6-pyridin-3-yl-1,3-dihydroindol-2-one). As a reaction SMILES: [N:1]1[CH:6]=[CH:5][CH:4]=[C:3]([C:7]2[CH:15]=[C:14]3[C:10]([CH2:11][C:12](=[O:16])[NH:13]3)=[CH:9][CH:8]=2)[CH:2]=1.[CH3:17][N:18]([CH3:31])[CH2:19][CH2:20][CH2:21][C:22]1[C:23]([CH3:30])=[C:24]([CH:28]=O)[NH:25][C:26]=1[CH3:27]>N1CCCCC1.C(O)C>[CH3:31][N:18]([CH3:17])[CH2:19][CH2:20][CH2:21][C:22]1[C:23]([CH3:30])=[C:24]([CH:28]=[C:11]2[C:10]3[C:14](=[CH:15][C:7]([C:3]4[CH:2]=[N:1][CH:6]=[CH:5][CH:4]=4)=[CH:8][CH:9]=3)[NH:13][C:12]2=[O:16])[NH:25][C:26]=1[CH3:27]. Procedure details: A mixture of 6-pyridin-3-yl-1,3-dihydroindol-2-one (100 mg, 0.48 mmol), 4-(3-dimethylaminopropyl)-3,5-dimethyl-1H-pyrrole-2-carboxaldehyde (100 mg, 0.48 mmol), and piperidine (1 drop) in ethanol (2 mL) was stirred at reflux overnight. The precipitate was collected by vacuum filtration, washed with ethanol and dried to give 3-[4-(3-dimethylaminopropyl)-3,5-dimethyl-1H-pyrrol-2-ylmethylene]-6-pyridin-3-yl-1,3-dihydroindol-2-one. Reactants: [Na] (sodium), Cl (HCl), ClC=1C=C(C=O)C=CC1F (3-chloro-4-fluorobenzaldehyde), N(=[N+]=[N-])CC(=O)OC (methyl azidoacetate). The solvent is CO (methanol), CO (methanol). Run at time 3 hour. Product: ClC=1C=C(C=C(C(=O)OC)N=[N+]=[N-])C=CC1F (methyl 3-chloro-4-fluoro-a-azidocinnamate). Isolated yield 33.3%. Reaction SMILES: [Na].[Cl:2][C:3]1[CH:4]=[C:5]([CH:8]=[CH:9][C:10]=1[F:11])[CH:6]=O.[N:12]([CH2:15][C:16]([O:18][CH3:19])=[O:17])=[N+:13]=[N-:14].Cl>CO>[Cl:2][C:3]1[CH:4]=[C:5]([CH:8]=[CH:9][C:10]=1[F:11])[CH:6]=[C:15]([N:12]=[N+:13]=[N-:14])[C:16]([O:18][CH3:19])=[O:17] |^1:0|. Reported procedure: While cooling with an ice bath 1.35 g of sodium were dissolved in 30 ml of methanol and subsequently a solution of 4.65 g of 3-chloro-4-fluorobenzaldehyde and 6.75 g of methyl azidoacetate in 10 ml of methanol were added within 20 min. The reaction mixture was stirred at room temperature for 3 hours and then neutralized with 2N HCl. The mixture was extracted with ethyl acetate, washed with water and saturated sodium chloride solution and the organic phase was dried over sodium sulfate. The solve... The reactants are O (water), [H-].[Na+] (sodium hydride), O(C1=CC=CC=C1)C=1C=C(C=CC1F)CCCC(C)(C)C1=CC=C(C=C1)OCC (1-(3-Phenoxy-4-fluorophenyl)-4-(4-ethoxyphenyl)-4-methylpentane), BrC=1C=C(C=CC1OCC)C(CC=O)(C)C (3-(3-bromo-4-ethoxyphenyl)-3-methylbutanal). The solvent is COCCOC (dimethyl cellosolve), COCCOC (dimethyl cellosolve). Run at temperature 50 celsius, time 30 minute. Yields the product C(C1=CC=CC=C1)(=O)C=1C=C(C=CC1)C=CCC(C)(C)C1=CC(=C(C=C1)OCC)Br (1-(3-Benzoylphenyl)-4-(3-bromo-4-ethoxyphenyl)-4-methyl-1-pentene). As a reaction SMILES: [H-].[Na+].O([C:10]1[CH:11]=[C:12]([CH2:17][CH2:18][CH2:19][C:20]([C:23]2[CH:28]=[CH:27]C(OCC)=CC=2)([CH3:22])C)[CH:13]=[CH:14][C:15]=1F)C1C=CC=CC=1.[Br:32][C:33]1[CH:34]=[C:35]([C:42]([CH3:47])([CH3:46])[CH2:43][CH:44]=O)[CH:36]=[CH:37][C:38]=1[O:39][CH2:40][CH3:41].[OH2:48]>COCCOC>[C:17]([C:18]1[CH:19]=[C:20]([CH:22]=[CH:44][CH2:43][C:42]([C:35]2[CH:36]=[CH:37][C:38]([O:39][CH2:40][CH3:41])=[C:33]([Br:32])[CH:34]=2)([CH3:47])[CH3:46])[CH:23]=[CH:28][CH:27]=1)(=[O:48])[C:12]1[CH:11]=[CH:10][CH:15]=[CH:14][CH:13]=1 |f:0.1|. Procedure details: To 5 ml of anhydrous dimethyl cellosolve was added 0.1 g of 60% sodium hydride, and thereinto 0.9 g of diethyl 3-benzoylbenzylphosphonate (prepared according to (1) of Synthesic Example 11) was added dropwise, and the mixture was stirred at 50° C. for 30 minutes. Then, a solution of 0.6 g of 3-(3-bromo-4-ethoxyphenyl)-3-methylbutanal in 2 ml of dimethyl cellosolve was added dropwise into the mixture, and stirred at 80° C. for one hour. After cooling, the reaction mixture was poured into water an...